describe an organic reaction: reactants, conditions, products, and yield From a dataset of the Open Reaction Database (ORD), a public repository of structured organic reaction records. Reactants: Cl.C(C)OC1=CC=C(C=C1)C1CCN(CC1)C1=CC=C(C=C1)[C@H](C)N ((S)-1-{4-[4-(4-ethoxy-phenyl)-piperidin-1-yl]-phenyl}-ethylamine hydrochloride), C1CCC2=NCCCN2CC1 (DBU), O1CCOCC1 (1,4-dioxane), C(C)NC (ethyl-methyl-amine), O1CCOCC1 (1,4-dioxane). Run at time 5 minute. Product: C(C)OC1=CC=C(C=C1)C1CCN(CC1)C1=CC=C(C=C1)[C@H](C)NC(N(C)CC)=O ((S)-3-(1-{4-[4-(4-Ethoxy-phenyl)-piperidin-1-yl]-phenyl}-ethyl)-1-ethyl-1-methyl-urea). RXN SMILES: Cl.[CH2:2]([O:4][C:5]1[CH:10]=[CH:9][C:8]([CH:11]2[CH2:16][CH2:15][N:14]([C:17]3[CH:22]=[CH:21][C:20]([C@@H:23]([NH2:25])[CH3:24])=[CH:19][CH:18]=3)[CH2:13][CH2:12]2)=[CH:7][CH:6]=1)[CH3:3].C1C[CH2:35][N:34]2[C:29](=NCC[CH2:33]2)[CH2:28]C1.C(NC)C.[O:41]1CCOCC1>>[CH2:2]([O:4][C:5]1[CH:6]=[CH:7][C:8]([CH:11]2[CH2:12][CH2:13][N:14]([C:17]3[CH:18]=[CH:19][C:20]([C@@H:23]([NH:25][C:33](=[O:41])[N:34]([CH2:29][CH3:28])[CH3:35])[CH3:24])=[CH:21][CH:22]=3)[CH2:15][CH2:16]2)=[CH:9][CH:10]=1)[CH3:3] |f:0.1|. Procedure details: To 36 mg (0.10 mmol) (S)-1-{4-[4-(4-ethoxy-phenyl)-piperidin-1-yl]-phenyl}-ethylamine hydrochloride (XII.1) in 1.5 mL 1,4-dioxane are added 37 μL (0.25 mmol) DBU and 33 mg (0.20 mmol) CDT. The mixture is stirred for 5 min at rt. Subsequently 7.1 mg (0.12 mmol) ethyl-methyl-amine in 1.0 mL 1,4-dioxane are added and stirring is continued for 12 h at rt. The solvent is removed under reduced pressure, the residue is taken up in DMF and purified by HPLC (Sunfire, narrow gradients, water (+0.1% TFA)/m... The reactants are Cl.COC([C@@H](N)CC(N)=O)=O (L-asparagine methyl ester hydrochloride), C[N+]1(CCOCC1)C2=NC(=NC(=N2)OC)OC.[Cl-] (DMT-MM), Na, Cl.C1=CC=CC=2C3=CC=CC=C3C(C12)COC(=O)NCCOCCOCCN (1-(9-fluorenylmethyloxycarbonyl-amino)-3,6-dioxa-8-octanamine hydrochloride), C[N+]1(CCOCC1)C2=NC(=NC(=N2)OC)OC.[Cl-] (DMT-MM), Cl (HCl). Solvent: CS(=O)C (DMSO). Reaction conditions: time 6 hour. Yields the product N[C@@H](CC(N)=O)C(=O)O (Asn). As a reaction SMILES: Cl.C1C2C(COC(NCCOCCOCCN)=O)C3C(=CC=CC=3)C=2C=CC=1.C[N+]1(C2N=C(OC)N=C(OC)N=2)CCOCC1.[Cl-].Cl.C[O:49][C:50](=[O:57])[C@H:51]([CH2:53][C:54](=[O:56])[NH2:55])[NH2:52].Cl>CS(C)=O>[NH2:52][C@H:51]([C:50]([OH:57])=[O:49])[CH2:53][C:54](=[O:56])[NH2:55] |f:0.1,2.3,4.5|. Procedure: 1-(9-fluorenylmethyloxycarbonyl-amino)-3,6-dioxa-8-octanamine hydrochloride (Fmoc-EDOBEA, Iris Biotech GmbH) was added to an anhydrous DMSO solution (5 mg/mL) of HA-TBA synthesized using HA-Na (99 kDa) as a starting material in Example 1-2 in an amount of 0.1 molar equivalents relative to the HA unit. Next, DMT-MM was added in an amount of 0.2 molar equivalents relative to the HA unit, and stirring was performed at room temperature for 6 hours. Then, L-asparagine methyl ester hydrochloride and D... The reactants are C1(CCCCC1)P(C1CCCCC1)C1CCCCC1 (tricyclohexyl phosphine), N1(CCCCCC1)CCOC1=CC=C(OC2=C(C=CC3=CC(=CC=C23)OC)OS(=O)(=O)C(F)(F)F)C=C1 (trifluoromethanesulfonic acid 1-[4-(2-azepan-1-yl-ethoxy)-phenoxy]-6-methoxy-naphthalen-2-yl ester), [F-].[Cs+] (cesium fluoride), FC1(CC(=CC=C1)F)B(O)O (1,3-difluoro-benzene boronic acid). Reagents/catalysts: C(C)(=O)[O-].[Pd+2].C(C)(=O)[O-] (palladium acetate). Solvent: C(C)#N (acetonitrile), C(C)#N (acetonitrile). Run at time 10 minute. The product is FC=1C=C(C=C(C1)F)C1=C(C2=CC=C(C=C2C=C1)OC)OC1=CC=C(OCCN2CCCCCC2)C=C1 (1-(2-{4-[2-(3,5-Difluoro-phenyl)-6-methoxy-naphthalen-1-yloxy]-phenoxy}-ethyl)-azepane). Yield: 99.3%. RXN SMILES: [N:1]1([CH2:8][CH2:9][O:10][C:11]2[CH:37]=[CH:36][C:14]([O:15][C:16]3[C:25]4[C:20](=[CH:21][C:22]([O:26][CH3:27])=[CH:23][CH:24]=4)[CH:19]=[CH:18][C:17]=3OS(C(F)(F)F)(=O)=O)=[CH:13][CH:12]=2)[CH2:7][CH2:6][CH2:5][CH2:4][CH2:3][CH2:2]1.[F-].[Cs+].[F:40][C:41]1(B(O)O)[CH:46]=[CH:45][CH:44]=[C:43]([F:47])[CH2:42]1.C1(P(C2CCCCC2)C2CCCCC2)CCCCC1>C(#N)C.C([O-])(=O)C.[Pd+2].C([O-])(=O)C>[F:40][C:41]1[CH:46]=[C:45]([C:17]2[CH:18]=[CH:19][C:20]3[C:25](=[CH:24][CH:23]=[C:22]([O:26][CH3:27])[CH:21]=3)[C:16]=2[O:15][C:14]2[CH:13]=[CH:12][C:11]([O:10][CH2:9][CH2:8][N:1]3[CH2:7][CH2:6][CH2:5][CH2:4][CH2:3][CH2:2]3)=[CH:37][CH:36]=2)[CH:44]=[C:43]([F:47])[CH:42]=1 |f:1.2,6.7.8|. Procedure: Dissolve trifluoromethanesulfonic acid 1-[4-(2-azepan-1-yl-ethoxy)-phenoxy]-6-methoxy-naphthalen-2-yl ester (435 mg, 0.80 mmol), cesium fluoride (864 mg, 5.7 mmol) and 1,3-difluoro-benzene boronic acid (383 mg, 2.4 mmol) in dry acetonitrile (5 mL) and stir for 10 minutes. In a separate flask suspend palladium acetate (18 mg, 0.08 mmol), and tricyclohexyl phosphine (33 mg, 0.12 mmol) in dry acetonitrile (15 mL) and sonicate under nitrogen for 10 minutes. Combine contents of both flasks and heat r... The reactants are C1(=CC=CC=C1)NC1=CC=CC=C1 (diphenylamine), C([O-])([O-])=O.[K+].[K+] (potassium carbonate), ClC1=C(C=CC=C1)Cl (o-dichlorobenzene). The reagents and catalysts are [Cu] (copper). Product: CC1=CC=C(C=C1)N(C2=CC=CC=C2)C3=CC=CC=C3 (4-methyltriphenylamine). As a reaction SMILES: [C:1]1([NH:7][C:8]2[CH:13]=[CH:12][CH:11]=[CH:10][CH:9]=2)[CH:6]=[CH:5][CH:4]=[CH:3][CH:2]=1.[C:14](=O)([O-])[O-].[K+].[K+].Cl[C:21]1[CH:26]=[CH:25][CH:24]=[CH:23][C:22]=1Cl>[Cu]>[CH3:14][C:11]1[CH:10]=[CH:9][C:8]([N:7]([C:21]2[CH:26]=[CH:25][CH:24]=[CH:23][CH:22]=2)[C:1]2[CH:2]=[CH:3][CH:4]=[CH:5][CH:6]=2)=[CH:13][CH:12]=1 |f:1.2.3|. Procedure details: 4.5 g (27 mmol) of diphenylamine, 11.0 g (51 mmol) of piodotoluene, 5.5 g (40 mmol) of anhydrous potassium carbonate, and 1.1 g of copper chips were added to 30 mL of o-dichlorobenzene, and the mixture was refluxed for 7 hours with stirring. Upon completion of the reaction, the solution was filtered, the filtrate was washed with a 3 to 5% aqueous solution of sodium thiosulfate and then with a saturated brine. After drying the organic layer with an anhydrous sodium sulfate, the solvent was remove... Reactants: C(C)OC(CBr)OCC (Bromoacetaldehyde diethyl acetal), NC1=NC=CC=N1 (2-aminopyrimidine), [H-].[Na+] (sodium hydride), O (water). The solvent is CN(C=O)C (dimethylformamide), CN(C=O)C (dimethylformamide), CN(C=O)C (dimethylformamide). Run at time 2 hour. Product: C(C)OC(CNC1=NC=CC=N1)OCC (2-pyrimidinylaminoacetaldehyde diethyl acetal). Yield: 33.2%. Reaction SMILES: [NH2:1][C:2]1[N:7]=[CH:6][CH:5]=[CH:4][N:3]=1.[H-].[Na+].[CH2:10]([O:12][CH:13]([O:16][CH2:17][CH3:18])[CH2:14]Br)[CH3:11].O>CN(C)C=O>[CH2:10]([O:12][CH:13]([O:16][CH2:17][CH3:18])[CH2:14][NH:1][C:2]1[N:7]=[CH:6][CH:5]=[CH:4][N:3]=1)[CH3:11] |f:1.2|. Reported procedure: A solution of 2-aminopyrimidine (1.9 g.) in dried dimethylformamide (8 ml.) was dropwise added to a suspension of 50% sodium hydride (1.25g.) in dried dimethylformamide (2 ml.) under ice-cooling, and the mixture was stirred for 15 minutes at the same temperature and for 2 hours at ambient temperature. Bromoacetaldehyde diethyl acetal (4.3 g.) and dried dimethylformamide (2 ml.) were added thereto, and the mixture was stirred for 2 hours and 20 minutes at ambient temperature and for 2.5 hours at ... Reactants: OC1=CC(=CC=2OC(C3=C(C21)CC(CC3)C)(C)C)C(C)C(CCCCC)C (1-hydroxy-3-(3-methyl-2-octyl)-6,6,9-trimethyl-7,8,9,10-tetrahydro-6H-dibenzo[ b,d] pyran), Cl.S1CCN(CC1)CCCC(=O)O (γ-thiomorpholinobutyric acid hydrochloride), C1(CCCCC1)N=C=NC1CCCCC1 (dicyclohexylcarbodiimide). Run in C(Cl)Cl (methylene chloride). The product is S1CCN(CC1)CCCC(=O)OC1=CC(=CC=2OC(C3=C(C21)CC(CC3)C)(C)C)C(C)C(CCCCC)C (1-[4-(Thiomorpholino)butyryloxy]-3-(3-methyl-2-octyl)-6,6,9-trimethyl-7,8,9,10-tetrahydro-6H-dibenzo[ b,d] pyran). Reaction SMILES: [OH:1][C:2]1[C:11]2[C:10]3[CH2:12][CH:13]([CH3:16])[CH2:14][CH2:15][C:9]=3[C:8]([CH3:18])([CH3:17])[O:7][C:6]=2[CH:5]=[C:4]([CH:19]([CH:21]([CH3:27])[CH2:22][CH2:23][CH2:24][CH2:25][CH3:26])[CH3:20])[CH:3]=1.Cl.[S:29]1[CH2:34][CH2:33][N:32]([CH2:35][CH2:36][CH2:37][C:38](O)=[O:39])[CH2:31][CH2:30]1.C1(N=C=NC2CCCCC2)CCCCC1>C(Cl)Cl>[S:29]1[CH2:30][CH2:31][N:32]([CH2:35][CH2:36][CH2:37][C:38]([O:1][C:2]2[C:11]3[C:10]4[CH2:12][CH:13]([CH3:16])[CH2:14][CH2:15][C:9]=4[C:8]([CH3:17])([CH3:18])[O:7][C:6]=3[CH:5]=[C:4]([CH:19]([CH:21]([CH3:27])[CH2:22][CH2:23][CH2:24][CH2:25][CH3:26])[CH3:20])[CH:3]=2)=[O:39])[CH2:33][CH2:34]1 |f:1.2|. Procedure details: A mixture of 4.0 g. (10.8 mmole) of 1-hydroxy-3-(3-methyl-2-octyl)-6,6,9-trimethyl-7,8,9,10-tetrahydro-6H-dibenzo[ b,d] pyran, 2.4 g. (10.8 mmole) of γ-thiomorpholinobutyric acid hydrochloride, 2.38 g. (11.5 mmole) of dicyclohexylcarbodiimide and 250 ml. of methylene chloride was stirred and heated at reflux for 18 hours. After cooling the reaction mixture, the byproduct of dicyclohexylurea was removed by suction filtration. The solvent was evaporated to give a red-brown residue which was chroma... Starting materials: C(CC#N)#N (malononitrile), ice, C(C=C)N (allylamine), C(CCC)N(CCCC)CCCC (tributylamine), ClCC(=O)Cl (chloroacetyl chloride). Solvent: CN(C)C=O (DMF), C(C)(C)O (isopropanol). Conditions: temperature 0 celsius, time 10 minute. Product: C(C=C)N1C(=C(C(C1)=O)C#N)N (1-Allyl-2-amino-3-cyanopyrrolin-4-one). Reaction SMILES: [C:1](#[N:5])[CH2:2][C:3]#[N:4].C(N(CCCC)CCCC)CCC.Cl[CH2:20][C:21](Cl)=[O:22].[CH2:24]([NH2:27])[CH:25]=[CH2:26]>CN(C=O)C.C(O)(C)C>[CH2:24]([N:27]1[CH2:20][C:21](=[O:22])[C:2]([C:3]#[N:4])=[C:1]1[NH2:5])[CH:25]=[CH2:26]. Procedure: 19.8 g of malononitrile were dissolved in 30 ml of DMF and cooled to 0° C. While cooling, 87 g of tributylamine and 27 g of chloroacetyl chloride were simultaneously added dropwise to this, and the mixture was stirred at 10° C. for 10 minutes. The mixture was then added to a mixture of 300 g of ice and 43 g of allylamine and stirred at room temperature for 8 hours. The precipitate was filtered off with suction, washed and dried. 38.1 g (78% of theory) of impure crude product were obtained and we... Reactants: CC(C)(C)C1=NC2=C(N1)C=CC=CC2=O (2-(1,1-dimethylethyl)cyclohepta[d]imidazol-4(1H)-one). The reagents and catalysts are [Pd] (Pd/C). Solvent: CO (methanol). The product is CC(C)(C)C1=NC2=C(N1)CCCCC2=O (2-(1,1-dimethylethyl)-5,6,7,8-tetrahydrocyclohepta[d]imidazol-4(1H)-one). Yield: 87.7%. Reaction SMILES: [CH3:1][C:2]([C:5]1[NH:9][C:8]2[CH:10]=[CH:11][CH:12]=[CH:13][C:14](=[O:15])[C:7]=2[N:6]=1)([CH3:4])[CH3:3]>CO.[Pd]>[CH3:4][C:2]([C:5]1[NH:9][C:8]2[CH2:10][CH2:11][CH2:12][CH2:13][C:14](=[O:15])[C:7]=2[N:6]=1)([CH3:1])[CH3:3]. Reported procedure: A solution of Intermediate 63 (1.9 g) in methanol (400 mL) was hydrogenated using the H-Cube (settings: room temp, 1.3 ml/min flow rate) and 10% Pd/C CatCart 30 as the catalyst. The solvent was concentrated under vacuum to give the title compound (1.7 g). LC/MS MH+ 207 Rt 0.75 min (5 minute run). Starting materials: CC(C(=O)O)=C(C)C(O)=Nc1cc(C(=O)O)c([N+](=O)[O-])cc1F, [H][H], C1CCOC1. The product is CC(C(=O)O)=C(C)C(O)=Nc1cc(C(=O)O)c(N)cc1F. Reaction SMILES: [F:1][c:2]1[c:3]([N:14]=[C:15]([C:16](=[C:17]([C:18](=[O:19])[OH:20])[CH3:21])[CH3:22])[OH:23])[cH:4][c:5]([C:11](=[O:12])[OH:13])[c:6]([N+:8]([O-:9])=[O:10])[cH:7]1.[H:24][H:25].[O:26]1[CH2:27][CH2:28][CH2:29][CH2:30]1>>[F:1][c:2]1[c:3]([N:14]=[C:15]([C:16](=[C:17]([C:18](=[O:19])[OH:20])[CH3:21])[CH3:22])[OH:23])[cH:4][c:5]([C:11](=[O:12])[OH:13])[c:6]([NH2:8])[cH:7]1.